This data is from the Open Reaction Database (ORD), a public repository of structured organic reaction records. The task is: describe an organic reaction: reactants, conditions, products, and yield Reactants: CCOC(=O)c1cn(C(C)(C)C)c2nc(NC(=O)c3ccc(C)cc3)sc12, C1CCOC1, [Li+], [OH-], O. Product: Cc1ccc(C(=O)Nc2nc3c(s2)c(C(=O)O)cn3C(C)(C)C)cc1. As a reaction SMILES: [CH2:1]([CH3:2])[O:3][C:4](=[O:5])[c:6]1[cH:7][n:8]([C:24]([CH3:25])([CH3:26])[CH3:27])[c:9]2[n:10][c:11]([NH:14][C:15]([c:16]3[cH:17][cH:18][c:19]([CH3:22])[cH:20][cH:21]3)=[O:23])[s:12][c:13]12.[CH2:30]1[O:31][CH2:32][CH2:33][CH2:34]1.[Li+:28].[OH-:29].[OH2:35]>>[O:3]=[C:4]([OH:5])[c:6]1[cH:7][n:8]([C:24]([CH3:25])([CH3:26])[CH3:27])[c:9]2[n:10][c:11]([NH:14][C:15]([c:16]3[cH:17][cH:18][c:19]([CH3:22])[cH:20][cH:21]3)=[O:23])[s:12][c:13]12. Reactants: CC1=C(C(=O)NC2=CC=C(C(=O)Cl)C=C2)C=CC=C1 (4-[(2-methylbenzoyl)amino]benzoyl chloride), [H-].[Na+] (sodium hydride), C1=CC=CC=2NC3=C(CCC21)C=CC=C3 (10,11-dihydro-5H-dibenz[b,f]azepine). Reagents/catalysts: CN(C1=CC=NC=C1)C (4-(dimethylamino)pyridine). The solvent is ClCCl (dichloromethane), O (water), N1=CC=CC=C1 (pyridine). Run at temperature 80 celsius. Yields the product C1=CC=CC=2N(C3=C(CCC21)C=CC=C3)C(=O)C3=CC=C(C=C3)NC(C3=C(C=CC=C3)C)=O (N-[4-[(10,11-dihydro-5H-dibenz[b,f]azepin-5-yl)carbonyl]phenyl]-2-methylbenzamide). Isolated yield 3.2%. Reaction SMILES: [CH3:1][C:2]1[CH:19]=[CH:18][CH:17]=[CH:16][C:3]=1[C:4]([NH:6][C:7]1[CH:15]=[CH:14][C:10]([C:11](Cl)=[O:12])=[CH:9][CH:8]=1)=[O:5].[CH:20]1[C:30]2[CH2:29][CH2:28][C:27]3[CH:31]=[CH:32][CH:33]=[CH:34][C:26]=3[NH:25][C:24]=2[CH:23]=[CH:22][CH:21]=1.[H-].[Na+]>CN(C)C1C=CN=CC=1.N1C=CC=CC=1.ClCCl.O>[CH:20]1[C:30]2[CH2:29][CH2:28][C:27]3[CH:31]=[CH:32][CH:33]=[CH:34][C:26]=3[N:25]([C:11]([C:10]3[CH:14]=[CH:15][C:7]([NH:6][C:4](=[O:5])[C:3]4[CH:16]=[CH:17][CH:18]=[CH:19][C:2]=4[CH3:1])=[CH:8][CH:9]=3)=[O:12])[C:24]=2[CH:23]=[CH:22][CH:21]=1 |f:2.3|. Procedure: To a mixture of 1.37 g (5 mmol) of 4-[(2-methylbenzoyl)amino]benzoyl chloride and 0.061 g of 4-(dimethylamino)pyridine in 4 ml of pyridine is added 0.975 g (5 mmol) of 10,11-dihydro-5H-dibenz[b,f]azepine. The mixture is heated at 80° C. for 18 hours and then 0.2 g of sodium hydride (60% in oil) (5 mmol) is added. The mixture is refluxed for 2 hours, diluted with dichloromethane and water and then filtered. To the filtrate is added 1N HCl and the mixture filtered. The filtrate is dried (Na2 SO4) ...